From a dataset of the Open Reaction Database (ORD), a public repository of structured organic reaction records. describe an organic reaction: reactants, conditions, products, and yield Reactants: O=C(n1ccnc1)n1ccnc1, NOCc1ccccc1, CC(C)CC1(C(C)C(=O)O)CCN(CCc2ccccc2)C1=O, CN1CCOCC1, ClCCl, Cl. Yields the product CC(C)CC1(C(C)C(=O)NOCc2ccccc2)CCN(CCc2ccccc2)C1=O. Reaction SMILES: [C:1]([n:2]1[cH:3][cH:4][n:5][cH:6]1)([n:7]1[cH:8][cH:9][n:10][cH:11]1)=[O:12].[CH2:36]([c:37]1[cH:38][cH:39][cH:40][cH:41][cH:42]1)[O:43][NH2:44].[CH3:13][CH:14]([C:15](=[O:16])[OH:17])[C:18]1([CH2:32][CH:33]([CH3:34])[CH3:35])[C:19](=[O:31])[N:20]([CH2:23][CH2:24][c:25]2[cH:26][cH:27][cH:28][cH:29][cH:30]2)[CH2:21][CH2:22]1.[CH3:46][N:47]1[CH2:48][CH2:49][O:50][CH2:51][CH2:52]1.[Cl:53][CH2:54][Cl:55].[ClH:45]>>[CH3:13][CH:14]([C:15](=[O:17])[NH:44][O:43][CH2:36][c:37]1[cH:38][cH:39][cH:40][cH:41][cH:42]1)[C:18]1([CH2:32][CH:33]([CH3:34])[CH3:35])[C:19](=[O:31])[N:20]([CH2:23][CH2:24][c:25]2[cH:26][cH:27][cH:28][cH:29][cH:30]2)[CH2:21][CH2:22]1. The reactants are C(C)C1=CC2=C(NC(N(C2=O)C2=CC=CC=C2)=O)S1 (6-ethyl-3-phenylthieno[2,3-d]pyrimidine-2,4(1H,3H)-dione), BrCC1=CC=C(C=C1)C1=C(C=CC=C1)C1=NOC(=N1)C(Cl)(Cl)Cl (3-[4′-(bromomethyl)biphenyl-2-yl]-5-(trichloromethyl)-1,2,4-oxadiazole), C([O-])([O-])=O.[K+].[K+] (potassium carbonate), CN(C=O)C (N,N-dimethylformamide). Run in C(C)(=O)OCC (ethyl acetate). Run at time 2 hour. The product is C(C)C1=CC2=C(N(C(N(C2=O)C2=CC=CC=C2)=O)CC2=CC=C(C=C2)C2=C(C=CC=C2)C2=NOC(N2)=O)S1 (6-ethyl-1-{[2′-(5-oxo-4,5-dihydro-1,2,4-oxadiazol-3-yl)biphenyl-4-yl]methyl}-3-phenylthieno[2,3-d]pyrimidine-2,4(1H,3H)-dione). Yield: 20.8%. As a reaction SMILES: [CH2:1]([C:3]1[S:19][C:6]2[NH:7][C:8](=[O:18])[N:9]([C:12]3[CH:17]=[CH:16][CH:15]=[CH:14][CH:13]=3)[C:10](=[O:11])[C:5]=2[CH:4]=1)[CH3:2].Br[CH2:21][C:22]1[CH:27]=[CH:26][C:25]([C:28]2[CH:33]=[CH:32][CH:31]=[CH:30][C:29]=2[C:34]2[N:38]=[C:37](C(Cl)(Cl)Cl)[O:36][N:35]=2)=[CH:24][CH:23]=1.C(=O)([O-])[O-:44].[K+].[K+].CN(C)C=O>C(OCC)(=O)C>[CH2:1]([C:3]1[S:19][C:6]2[N:7]([CH2:21][C:22]3[CH:27]=[CH:26][C:25]([C:28]4[CH:33]=[CH:32][CH:31]=[CH:30][C:29]=4[C:34]4[NH:38][C:37](=[O:44])[O:36][N:35]=4)=[CH:24][CH:23]=3)[C:8](=[O:18])[N:9]([C:12]3[CH:17]=[CH:16][CH:15]=[CH:14][CH:13]=3)[C:10](=[O:11])[C:5]=2[CH:4]=1)[CH3:2] |f:2.3.4|. Procedure details: A mixture of 6-ethyl-3-phenylthieno[2,3-d]pyrimidine-2,4(1H,3H)-dione (0.25 g), 3-[4′-(bromomethyl)biphenyl-2-yl]-5-(trichloromethyl)-1,2,4-oxadiazole (0.48 g), potassium carbonate (0.15 g) and N,N-dimethylformamide (10 mL) was stirred at room temperature for 2 hr. The reaction mixture was diluted with ethyl acetate, washed successively with 5% aqueous potassium hydrogensulfate solution and saturated brine, and dried over anhydrous magnesium sulfate. The solvent was evaporated under reduced pres... Yields the product CN1CC(C#N)C(Cc2ccc(Cl)cc2)C1. RXN SMILES: [CH3:20][N:21]([CH3:22])[P:23](=[O:24])([N:25]([CH3:26])[CH3:27])[N:28]([CH3:29])[CH3:30].[Cl:1][c:2]1[cH:3][cH:4][c:5]([CH:6]=[CH:7][CH2:8][N:9]([CH2:10][CH2:11][C:12]#[N:13])[CH3:14])[cH:15][cH:16]1.[H-:17].[Na+:18].[OH2:19]>>[Cl:1][c:2]1[cH:3][cH:4][c:5]([CH2:6][CH:7]2[CH2:8][N:9]([CH3:14])[CH2:10][CH:11]2[C:12]#[N:13])[cH:15][cH:16]1. Reactants: CN(C)P(=O)(N(C)C)N(C)C, CN(CC=Cc1ccc(Cl)cc1)CCC#N, [H-], [Na+], O.